Dataset: the Open Reaction Database (ORD), a public repository of structured organic reaction records. Task: describe an organic reaction: reactants, conditions, products, and yield The product is COCOc1cccc(OC)c1. Reaction SMILES: [CH3:18][N:19]([CH3:20])[CH:21]=[O:22].[CH3:9][O:10][c:11]1[cH:12][cH:13][cH:14][c:15]([OH:16])[cH:17]1.[Cl-:7].[Cl:3][CH2:4][O:5][CH3:6].[H-:1].[NH4+:8].[Na+:2]>>[CH2:4]([O:5][CH3:6])[O:16][c:15]1[cH:14][cH:13][cH:12][c:11]([O:10][CH3:9])[cH:17]1. Reactants: CN(C)C=O, COc1cccc(O)c1, [Cl-], COCCl, [H-], [NH4+], [Na+].